This data is from the Open Reaction Database (ORD), a public repository of structured organic reaction records. The task is: describe an organic reaction: reactants, conditions, products, and yield Reactants: CCOc1cc(CN=[N+]=[N-])c(C#N)cc1C(=O)NC, CCP(CC)CC, N, C1CCOC1. The product is CCOc1cc2c(cc1C(=O)NC)C(N)=NC2. Reaction SMILES: [CH3:1][NH:2][C:3]([c:4]1[c:5]([O:16][CH2:17][CH3:18])[cH:6][c:7]([CH2:12][N:13]=[N+:14]=[N-:15])[c:8]([C:10]#[N:11])[cH:9]1)=[O:19].[CH3:26][CH2:27][P:28]([CH2:29][CH3:30])[CH2:31][CH3:32].[NH3:25].[O:20]1[CH2:21][CH2:22][CH2:23][CH2:24]1>>[CH3:1][NH:2][C:3]([c:4]1[c:5]([O:16][CH2:17][CH3:18])[cH:6][c:7]2[c:8]([cH:9]1)[C:10]([NH2:11])=[N:13][CH2:12]2)=[O:19]. Reactants: N(=O)[O-].[Na+] (sodium nitrite), NC1=C(C=C(C=O)C=C1)CS(=O)(=O)C1=CC=CC2=CC=CC=C12 (4-amino-3-(naphthalene-1-sulfonylmethyl)-benzaldehyde), C([O-])(O)=O.[Na+] (sodium bicarbonate). Run in O (H2O), C1CCOC1 (THF), Cl (HCl). Run at temperature 3 celsius. Product: C1(=CC=CC2=CC=CC=C12)S(=O)(=O)C1=NNC2=CC=C(C=C12)C=O (3-(Naphthalene-1-sulfonyl)-1H-indazole-5-carbaldehyde), solid. As a reaction SMILES: [NH2:1][C:2]1[CH:9]=[CH:8][C:5]([CH:6]=[O:7])=[CH:4][C:3]=1[CH2:10][S:11]([C:14]1[C:23]2[C:18](=[CH:19][CH:20]=[CH:21][CH:22]=2)[CH:17]=[CH:16][CH:15]=1)(=[O:13])=[O:12].[N:24]([O-])=O.[Na+].C(=O)(O)[O-].[Na+]>C1COCC1.Cl.O>[C:14]1([S:11]([C:10]2[C:3]3[C:2](=[CH:9][CH:8]=[C:5]([CH:6]=[O:7])[CH:4]=3)[NH:1][N:24]=2)(=[O:13])=[O:12])[C:23]2[C:18](=[CH:19][CH:20]=[CH:21][CH:22]=2)[CH:17]=[CH:16][CH:15]=1 |f:1.2,3.4|. Procedure: A mixture of 4-amino-3-(naphthalene-1-sulfonylmethyl)-benzaldehyde (2.4 g, 6.85 mmoles) in THF (10 mL) and 4M HCl (20 mL) was stirred in a round bottom flask at 3° C. A solution of sodium nitrite (0.49 g, 7.19 mmoles in H2O (2 mL) was added. The reaction mixture was poured into a cold solution of saturated sodium bicarbonate (100 mL) and extracted with EtOAc. Compound was dried over Na2SO4, and concentrated under vacuum to afford the title compound as an off white solid (1.84 g, 5.5 mmoles). Starting materials: Cl (hydrogen chloride), Cl.C(C(C)C)N(C(=O)C1=CC(=NC2=CC=CC=C12)C1=C(C=CC=C1)Cl)CC(C)C (N,N-diisobutyl-2-(2-chlorophenyl)-quinoline-4-carboxamide hydrochloride). Run in CCOCC (ether), CC(=O)C (acetone), C(C)(=O)OCC (ethyl acetate). Product: C(C(C)C)N(C(=O)C1=CC(=NC2=CC=CC=C12)C1=C(C=CC=C1)Cl)CC(C)C (N,N-diisobutyl-2(2-chlorophenyl)-quinoline-4-carboxamide). Reaction SMILES: Cl.Cl.[CH2:3]([N:7]([CH2:27][CH:28]([CH3:30])[CH3:29])[C:8]([C:10]1[C:19]2[C:14](=[CH:15][CH:16]=[CH:17][CH:18]=2)[N:13]=[C:12]([C:20]2[CH:25]=[CH:24][CH:23]=[CH:22][C:21]=2[Cl:26])[CH:11]=1)=[O:9])[CH:4]([CH3:6])[CH3:5]>C(OCC)(=O)C.CC(C)=O.CCOCC>[CH2:3]([N:7]([CH2:27][CH:28]([CH3:30])[CH3:29])[C:8]([C:10]1[C:19]2[C:14](=[CH:15][CH:16]=[CH:17][CH:18]=2)[N:13]=[C:12]([C:20]2[CH:25]=[CH:24][CH:23]=[CH:22][C:21]=2[Cl:26])[CH:11]=1)=[O:9])[CH:4]([CH3:6])[CH3:5] |f:1.2|. Procedure details: The residue obtained is dissolved in ethyl acetate (100 ml) and the organic phase is extracted with a normal solution of acetic acid (100 ml), washed with water (4×100 ml), dried over magnesium sulphate and evaporated under reduced pressure. The residue obtained is taken up in acetone and, after the addition of a solution of hydrogen chloride in ether, N,N-diisobutyl-2-(2-chlorophenyl)-quinoline-4-carboxamide hydrochloride (1.5 g), melting at 124° C., is isolated. Starting materials: C, CC(=O)O, O=C(NCC(F)(F)F)c1ccc(-n2cc(C(=O)NC3CC3)nn2)c(C#CCCc2ccccc2)c1, [Pd]. Yields the product O=C(NCC(F)(F)F)c1ccc(-n2cc(C(=O)NC3CC3)nn2)c(CCCCc2ccccc2)c1. Reaction SMILES: [C:40].[CH3:36][C:37](=[O:38])[OH:39].[CH:1]1([NH:4][C:5](=[O:6])[c:7]2[n:8][n:9][n:10](-[c:12]3[c:13]([C:26]#[C:27][CH2:28][CH2:29][c:30]4[cH:31][cH:32][cH:33][cH:34][cH:35]4)[cH:14][c:15]([C:18](=[O:19])[NH:20][CH2:21][C:22]([F:23])([F:24])[F:25])[cH:16][cH:17]3)[cH:11]2)[CH2:2][CH2:3]1.[Pd:41]>>[CH:1]1([NH:4][C:5](=[O:6])[c:7]2[n:8][n:9][n:10](-[c:12]3[c:13]([CH2:26][CH2:27][CH2:28][CH2:29][c:30]4[cH:31][cH:32][cH:33][cH:34][cH:35]4)[cH:14][c:15]([C:18](=[O:19])[NH:20][CH2:21][C:22]([F:23])([F:24])[F:25])[cH:16][cH:17]3)[cH:11]2)[CH2:2][CH2:3]1. Reactants: N1=CC=CC=C1 (pyridine), C1(=CC=CC=C1)CC(=O)Cl (phenylacetic acid chloride), C1(=CC=CC=C1)C(C1=CC=CC=C1)OC(=O)C1=C(CS[C@H]2N1C([C@H]2N)=O)OC (7β-amino-3-methoxy-3-cephem-4-carboxylic acid diphenylmethyl ester). Run in CCl (methyl chloride). Conditions: time 30 minute. The product is C1(=CC=CC=C1)C(C1=CC=CC=C1)OC(=O)C1=C(CS[C@H]2N1C([C@H]2NC(CC2=CC=CC=C2)=O)=O)OC (3-methoxy-7β-(α-phenylacetylamino)-3-cephem-4-carboxylic acid diphenylmethyl ester). RXN SMILES: N1C=CC=CC=1.[C:7]1([CH2:13][C:14](Cl)=[O:15])[CH:12]=[CH:11][CH:10]=[CH:9][CH:8]=1.[C:17]1([CH:23]([O:30][C:31]([C:33]2[N:38]3[C:39](=[O:42])[C@@H:40]([NH2:41])[C@H:37]3[S:36][CH2:35][C:34]=2[O:43][CH3:44])=[O:32])[C:24]2[CH:29]=[CH:28][CH:27]=[CH:26][CH:25]=2)[CH:22]=[CH:21][CH:20]=[CH:19][CH:18]=1>CCl>[C:17]1([CH:23]([O:30][C:31]([C:33]2[N:38]3[C:39](=[O:42])[C@@H:40]([NH:41][C:14](=[O:15])[CH2:13][C:7]4[CH:12]=[CH:11][CH:10]=[CH:9][CH:8]=4)[C@H:37]3[S:36][CH2:35][C:34]=2[O:43][CH3:44])=[O:32])[C:24]2[CH:25]=[CH:26][CH:27]=[CH:28][CH:29]=2)[CH:22]=[CH:21][CH:20]=[CH:19][CH:18]=1. Reported procedure: 1 ml of pyridine and 0.5 ml of phenylacetic acid chloride are added at 0° C, under a nitrogen atmosphere, to a suspension of 0.250 g of 7β-amino-3-methoxy-3-cephem-4-carboxylic acid diphenylmethyl ester in 25 ml of methyl chloride and the mixture is stirred for 30 minutes at this temperature. The reaction mixture is evaporated under reduced pressure; the residue is stirred for 10 minutes with 20 ml of a 1:1 mixture of dioxane and water and diluted with methylene chloride. The aqueous phase is se... Reactants: BrC=1C=C2C=CC(=CC2=CC1)C(C)=O ((6-bromo-2-naphthalenyl)ethanone), ClCl (chlorine), [OH-].[Na+] (NaOH), formula II, ( C ), Cl[O-].[Na+] (sodium hypochlorite). The solvent is ice water. Run at temperature 0 celsius. The product is Cl[O-].[Na+] (sodium hypochlorite), BrC=1C=C2C=CC(=CC2=CC1)C(=O)O (6-bromo-2-naphthalenecarboxylic acid). RXN SMILES: ClCl.[OH-:3].[Na+:4].[Br:5][C:6]1[CH:7]=[C:8]2[C:13](=[CH:14][CH:15]=1)[CH:12]=[C:11]([C:16](=[O:18])C)[CH:10]=[CH:9]2.[Cl:19][O-].[Na+]>>[Cl:19][O-:3].[Na+:4].[Br:5][C:6]1[CH:7]=[C:8]2[C:13](=[CH:14][CH:15]=1)[CH:12]=[C:11]([C:16]([OH:18])=[O:3])[CH:10]=[CH:9]2 |f:1.2,4.5,6.7|. Reported procedure: The title compound can be prepared by two procedures designated as procedure A and procedure B below. The starting material of formula II used in each of these procedures is prepared as follows: A sodium hypochlorite solution was prepared by introducing chlorine gas (11.2 g) into a solution of NaOH (15.3 g) in 200 ml of ice water. Solid (6-bromo-2-naphthalenyl)ethanone [9.5 g, 38.1 mmoles, prepared according to the procedure of R. B. Girdler et al., J. Chem. Soc. (C), 518 (1966)] was added to th... The reactants are O[C@H]1CN(CC[C@@H]1COS(=O)(=O)C1=CC=C(C=C1)C)C(=O)OC(C)(C)C (1,1-dimethylethyl(3R-trans)-3-hydroxy-4-[[(4-methylphenyl)-sulfonyl]oxymethyl]-1-piperidinecarboxylate), C(C1=CC=CC=C1)N (benzylamine). Solvent: C1CCOC1 (THF). Reaction conditions: temperature 125 celsius, time 16 hour. The product is O[C@H]1CN(CC[C@@H]1CNCC1=CC=CC=C1)C(=O)OC(C)(C)C (1,1-dimethyl-ethyl (3R-trans)-3-hydroxy-4-[[(phenylmethyl)amino]methyl]-1-piperidinecarboxylate). Reaction SMILES: [OH:1][C@@H:2]1[C@@H:7]([CH2:8]OS(C2C=CC(C)=CC=2)(=O)=O)[CH2:6][CH2:5][N:4]([C:20]([O:22][C:23]([CH3:26])([CH3:25])[CH3:24])=[O:21])[CH2:3]1.[CH2:27]([NH2:34])[C:28]1[CH:33]=[CH:32][CH:31]=[CH:30][CH:29]=1>C1COCC1>[OH:1][C@@H:2]1[C@@H:7]([CH2:8][NH:34][CH2:27][C:28]2[CH:33]=[CH:32][CH:31]=[CH:30][CH:29]=2)[CH2:6][CH2:5][N:4]([C:20]([O:22][C:23]([CH3:24])([CH3:25])[CH3:26])=[O:21])[CH2:3]1. Procedure: A mixture of 1,1-dimethylethyl(3R-trans)-3-hydroxy-4-[[(4-methylphenyl)-sulfonyl]oxymethyl]-1-piperidinecarboxylate [described in WO-00/37461 as intermediate (1-c-I)] (0.03 mol) and benzylamine (0.1 mol) in THF (250 ml) was stirred for 16 hours at 125° C. (autoclave). The reaction mixture was cooled and the solvent was evaporated. The residue was partitioned between DCM and an aqueous K2CO3 solution. The organic layer was separated, dried, filtered and the solvent was evaporated. The residue was... The reactants are ClC1=C(C#N)C=CC(=C1)C1=NNC=C1 (2-Chloro-4-(1H-pyrazol-3-yl)benzonitrile), CC(C)OC(=O)/N=N/C(=O)OC(C)C (DIAD), Cl (HCl), C(C)(C)(C)OC(N[C@H](CO)C)=O ((S)-tert-butyl-1-hydroxypropan-2-ylcarbamate), C1(=CC=CC=C1)P(C1=CC=CC=C1)C1=CC=CC=C1 (triphenylphosphine). Solvent: C(Cl)Cl (DCM), O (Water), CCOC(=O)C (EtOAc). Run at temperature 10 celsius, time 15 minute. The product is N[C@H](CN1N=C(C=C1)C1=CC(=C(C#N)C=C1)Cl)C ((S)-4-(1-(2-Aminopropyl)-1H-pyrazol-3-yl)-2-chlorobenzonitrile). Isolated yield 64.9%. RXN SMILES: [Cl:1][C:2]1[CH:9]=[C:8]([C:10]2[CH:14]=[CH:13][NH:12][N:11]=2)[CH:7]=[CH:6][C:3]=1[C:4]#[N:5].C(OC(=O)[NH:21][C@@H:22]([CH3:25])[CH2:23]O)(C)(C)C.C1(P(C2C=CC=CC=2)C2C=CC=CC=2)C=CC=CC=1.CC(OC(/N=N/C(OC(C)C)=O)=O)C.Cl>C(Cl)Cl.O.CCOC(C)=O>[NH2:21][C@@H:22]([CH3:25])[CH2:23][N:12]1[CH:13]=[CH:14][C:10]([C:8]2[CH:7]=[CH:6][C:3]([C:4]#[N:5])=[C:2]([Cl:1])[CH:9]=2)=[N:11]1. Procedure: 2-Chloro-4-(1H-pyrazol-3-yl)benzonitrile (30 g, 145 mmol), (S)-tert-butyl-1-hydroxypropan-2-ylcarbamate (51.4 g, 291 mmol), triphenylphosphine (77 g, 291 mmol) and 210 ml of EtOAc were place in to the reaction vessel under nitrogen atmosphere and stirred for 15 min. DIAD (57.8 ml, 291 mmol) was added slowly in 1.5 h at RT keeping the temperature stable and the reaction was stirred overnight at RT. Concentrated HCl (134 ml, 1453 mmol) was added and the mixture was stirred at RT overnight. Water (...